This data is from the Open Reaction Database (ORD), a public repository of structured organic reaction records. The task is: describe an organic reaction: reactants, conditions, products, and yield Reactants: C(C1=CC=CC=C1)N1C(N(C(C(=C1)C)=O)CCCCl)=O (1-benzyl-3-(3-chloropropyl)-5-methyl-2,4(1H,3H)-pyrimidinedione), COC1=C(C=CC=C1)N1CCNCC1 (1-(2-methoxyphenyl)piperazine), [I-].[Na+] (sodium iodide), C([O-])([O-])=O.[K+].[K+] (potassium carbonate). Solvent: C(C)#N (acetonitrile), O (water). Conditions: time 8 hour. Product: C(C1=CC=CC=C1)N1C(N(C(C(=C1)C)=O)CCCN1CCN(CC1)C1=C(C=CC=C1)OC)=O (1-benzyl-3-{3-[4-(2-methoxyphenyl)piperazin-1-yl]propyl}-5-methyl-2,4(1H,3H)-pyrimidinedione). Isolated yield 95.2%. RXN SMILES: [CH2:1]([N:8]1[CH:13]=[C:12]([CH3:14])[C:11](=[O:15])[N:10]([CH2:16][CH2:17][CH2:18]Cl)[C:9]1=[O:20])[C:2]1[CH:7]=[CH:6][CH:5]=[CH:4][CH:3]=1.[CH3:21][O:22][C:23]1[CH:28]=[CH:27][CH:26]=[CH:25][C:24]=1[N:29]1[CH2:34][CH2:33][NH:32][CH2:31][CH2:30]1.[I-].[Na+].C(=O)([O-])[O-].[K+].[K+]>O.C(#N)C>[CH2:1]([N:8]1[CH:13]=[C:12]([CH3:14])[C:11](=[O:15])[N:10]([CH2:16][CH2:17][CH2:18][N:32]2[CH2:31][CH2:30][N:29]([C:24]3[CH:25]=[CH:26][CH:27]=[CH:28][C:23]=3[O:22][CH3:21])[CH2:34][CH2:33]2)[C:9]1=[O:20])[C:2]1[CH:7]=[CH:6][CH:5]=[CH:4][CH:3]=1 |f:2.3,4.5.6|. Procedure: A mixture of 1-benzyl-3-(3-chloropropyl)-5-methyl-2,4(1H,3H)-pyrimidinedione (550 mg, 1.87 mmol), prepared as in Example 19, 1-(2-methoxyphenyl)piperazine (367 g, 1.87 mmol), sodium iodide (623 g, 3.75 mmol), potassium carbonate (260 mg, 1.81 mmol) and acetonitrile (50 mL) was stirred 8 hours at reflux. The reaction mixture then was poured into water (200 mL) and extracted with methylene chloride (3×100 mL). The combined extracts were dried (Na2SO4) and concentrated in vacuo. The residue was pur... The solvent is CO (MeOH). As a reaction SMILES: C(=O)([O:7][C:8]1[CH:13]=[CH:12][C:11]([F:14])=[C:10]([C:15]([C:17]2[CH:18]=[C:19]3[C:24](=[CH:25][CH:26]=2)[N:23]=[CH:22][C:21](Cl)=[N:20]3)=[O:16])[C:9]=1[F:28])OC(C)(C)C.Cl.[O:31]1CCOC[CH2:32]1>CO>[F:28][C:9]1[C:8]([OH:7])=[CH:13][CH:12]=[C:11]([F:14])[C:10]=1[C:15]([C:17]1[CH:18]=[C:19]2[C:24](=[CH:25][CH:26]=1)[N:23]=[CH:22][C:21]([O:31][CH3:32])=[N:20]2)=[O:16] |f:1.2|. Reactants: C(OC(C)(C)C)(OC1=C(C(=C(C=C1)F)C(=O)C=1C=C2N=C(C=NC2=CC1)Cl)F)=O (tert-butyl (3-(3-chloroquinoxaline-6-carbonyl)-2,4-difluorophenyl) carbonate), Cl.O1CCOCC1 (HCl dioxane). The product is FC1=C(C(=CC=C1O)F)C(=O)C=1C=C2N=C(C=NC2=CC1)OC ((2,6-difluoro-3-hydroxyphenyl)(3-methoxyquinoxalin-6-yl)methanone). Procedure details: To a solution of tert-butyl (3-(3-chloroquinoxaline-6-carbonyl)-2,4-difluorophenyl) carbonate (55 mg, 0.13 mmol, 1 eq.) in MeOH (5 mL) was added HCl/dioxane (3 N, 5 mL). The resulting mixture was stirred overnight, then concentrated. The residue was purified via flash column chromatography (PE/EA=1/1, v/v) to afford (2,6-difluoro-3-hydroxyphenyl)(3-methoxyquinoxalin-6-yl)methanone (20.3 mg, 49%). LCMS (M−H+) m/z calculated 315.1, found 315.0. 1H NMR (CD3OD, 400 MHz) δ 8.49 (s, 1 H), 8.01-8.06 (m... Reaction conditions: time 8 hour. Isolated yield 49.0%.